Task: describe an organic reaction: reactants, conditions, products, and yield. Dataset: the Open Reaction Database (ORD), a public repository of structured organic reaction records Reactants: [BH3-]C#N, CNC, CO, CC(C)(C)OC(=O)Nc1ccc(N2CCC(C=O)CC2)cc1, [Cl-], [Cl-], [Na+], O, [Zn+2]. Yields the product CN(C)CC1CCN(c2ccc(NC(=O)OC(C)(C)C)cc2)CC1. RXN SMILES: [C:26]([BH3-:27])#[N:28].[CH3:23][NH:24][CH3:25].[CH3:30][OH:31].[CH:1](=[O:2])[CH:3]1[CH2:4][CH2:5][N:6]([c:9]2[cH:10][cH:11][c:12]([NH:15][C:16]([O:17][C:18]([CH3:19])([CH3:20])[CH3:21])=[O:22])[cH:13][cH:14]2)[CH2:7][CH2:8]1.[Cl-:33].[Cl-:35].[Na+:29].[OH2:32].[Zn+2:34]>>[CH2:1]([CH:3]1[CH2:4][CH2:5][N:6]([c:9]2[cH:10][cH:11][c:12]([NH:15][C:16]([O:17][C:18]([CH3:19])([CH3:20])[CH3:21])=[O:22])[cH:13][cH:14]2)[CH2:7][CH2:8]1)[N:24]([CH3:23])[CH3:25].